Dataset: the Open Reaction Database (ORD), a public repository of structured organic reaction records. Task: describe an organic reaction: reactants, conditions, products, and yield Starting materials: [N+](=[N-])=C (diazomethane), Br.C(C)(=O)O (hydrobromic acid acetic acid), C(C)(C)(C)OC(=O)N[C@H](C(=O)O)CC(C)C ((2S)-2-(t-butoxycarbonylamino)-4-methylpentanoic acid), CN1CCOCC1 (N-methylmorpholine), ClCCOC=O (chloroethylformate). Solvent: O (water), C(C)OCC (diethyl ether), O1CCCC1 (tetrahydrofuran). Run at time 10 minute. The product is BrCC([C@H](CC(C)C)NC(=O)OC(C)(C)C)=O ((3S)-1-bromo-3-(t-butoxycarbonylamino)-5-methyl-2-hexanone). RXN SMILES: [C:1]([O:5][C:6]([NH:8][C@@H:9]([CH2:13][CH:14]([CH3:16])[CH3:15])[C:10]([OH:12])=O)=[O:7])([CH3:4])([CH3:3])[CH3:2].[CH3:17]N1CCOCC1.ClCCOC=O.[N+](=C)=[N-].[BrH:33].C(O)(=O)C>O1CCCC1.C(OCC)C.O>[Br:33][CH2:17][C:10](=[O:12])[C@@H:9]([NH:8][C:6]([O:5][C:1]([CH3:2])([CH3:3])[CH3:4])=[O:7])[CH2:13][CH:14]([CH3:16])[CH3:15] |f:4.5|. Procedure details: Under atmosphere of argon, to a solution of (2S)-2-(t-butoxycarbonylamino)-4-methylpentanoic acid (t-butoxycarbonyl-L-leucine) (37.4 g) in tetrahydrofuran (800 ml) was added N-methylmorpholine (33 ml) at −25° C. and the mixture was stirred for 10 minutes. To the mixture was added chloroethylformate (15.8 ml) and the mixture was stirred for 20 minutes. Thereto was added a solution of diazomethane in diethyl ether and the mixture was stirred for another 2 hours. Thereto was added a mixture of 47% ... Starting materials: CC(C)(C)OC(=O)N1CCN(c2cccc3c2CCCN3)CC1, CCOC(C)=O, [H-], CI, [Na+], O. Product: CN1CCCc2c1cccc2N1CCN(C(=O)OC(C)(C)C)CC1. RXN SMILES: [C:1]([CH3:2])([CH3:3])([CH3:4])[O:5][C:6](=[O:7])[N:8]1[CH2:9][CH2:10][N:11]([c:14]2[c:15]3[c:20]([cH:21][cH:22][cH:23]2)[NH:19][CH2:18][CH2:17][CH2:16]3)[CH2:12][CH2:13]1.[CH3:29][CH2:30][O:31][C:32](=[O:33])[CH3:34].[H-:25].[I:26][CH3:27].[Na+:24].[OH2:28]>>[C:1]([CH3:2])([CH3:3])([CH3:4])[O:5][C:6](=[O:7])[N:8]1[CH2:9][CH2:10][N:11]([c:14]2[c:15]3[c:20]([cH:21][cH:22][cH:23]2)[N:19]([CH3:27])[CH2:18][CH2:17][CH2:16]3)[CH2:12][CH2:13]1.